From a dataset of the Open Reaction Database (ORD), a public repository of structured organic reaction records. describe an organic reaction: reactants, conditions, products, and yield Reactants: ClC=1N=NC=C2C1N(C(=C2C)C)CC2CCCCC2 (7-chloro-1-cyclohexylmethyl-2,3-dimethylpyrrolo[2,3-d]pyridazine), FC1=CC=C(CO)C=C1 (4-fluorobenzyl alcohol). The product is C1(CCCCC1)CN1C(=C(C=2C1=C(N=NC2)OCC2=CC=C(C=C2)F)C)C (1-Cyclohexylmethyl-7-(4-fluorobenzyloxy)-2,3-dimethylpyrrolo[2,3-d]pyridazine). Yield: 45.6%. Reaction SMILES: Cl[C:2]1[N:3]=[N:4][CH:5]=[C:6]2[C:10]([CH3:11])=[C:9]([CH3:12])[N:8]([CH2:13][CH:14]3[CH2:19][CH2:18][CH2:17][CH2:16][CH2:15]3)[C:7]=12.[F:20][C:21]1[CH:28]=[CH:27][C:24]([CH2:25][OH:26])=[CH:23][CH:22]=1>>[CH:14]1([CH2:13][N:8]2[C:7]3=[C:2]([O:26][CH2:25][C:24]4[CH:27]=[CH:28][C:21]([F:20])=[CH:22][CH:23]=4)[N:3]=[N:4][CH:5]=[C:6]3[C:10]([CH3:11])=[C:9]2[CH3:12])[CH2:19][CH2:18][CH2:17][CH2:16][CH2:15]1. Procedure details: The title compound was prepared as a white powder in 45.6% yield in a similar procedure to that described in Example 1 by using 7-chloro-1-cyclohexylmethyl-2,3-dimethylpyrrolo[2,3-d]pyridazine and 4-fluorobenzyl alcohol.